From a dataset of the Open Reaction Database (ORD), a public repository of structured organic reaction records. describe an organic reaction: reactants, conditions, products, and yield The reactants are O (water), [OH-].[Na+] (sodium hydroxide), CN(C=CC(=O)C1=C(N=C(S1)N=CN(C)C)C)C (N′-[5-(3-dimethylamino-acryloyl)-4-methyl-thiazol-2-yl]-N,N-dimethyl-formamidine), Cl.CC1(CC1)C(=N)N (1-methyl-cyclopropanecarboxamidine hydrochloride). Run in COCCO (2-methoxyethanol). Run at temperature 125 celsius. Product: CC=1N=C(SC1C1=NC(=NC=C1)C1(CC1)C)N (4-Methyl-5-[2-(1-methyl-cyclopropyl)-pyrimidin-4-yl]-thiazol-2-ylamine). RXN SMILES: [OH-].[Na+].CN(C)[CH:5]=[CH:6][C:7]([C:9]1[S:13][C:12]([N:14]=CN(C)C)=[N:11][C:10]=1[CH3:19])=O.Cl.[CH3:22][C:23]1([C:26]([NH2:28])=[NH:27])[CH2:25][CH2:24]1.O>COCCO>[CH3:19][C:10]1[N:11]=[C:12]([NH2:14])[S:13][C:9]=1[C:7]1[CH:6]=[CH:5][N:28]=[C:26]([C:23]2([CH3:22])[CH2:25][CH2:24]2)[N:27]=1 |f:0.1,3.4|. Procedure: Powdered sodium hydroxide (5.86 g) is added to a solution of N′-[5-(3-dimethylamino-acryloyl)-4-methyl-thiazol-2-yl]-N,N-dimethyl-formamidine (13 g, prepared as described by S. Wang et al J. Med. Chem. 2004, 47, 1662-1675.) and 1-methyl-cyclopropanecarboxamidine hydrochloride (7.2 g, prepared as described in EP0227415) in 2-methoxyethanol (98 ml) and the mixture heated at 125° C. for 1 hour with stirring. The reaction mixture is cooled, water is added, and the title compound isolated by filtrati...